Dataset: the Open Reaction Database (ORD), a public repository of structured organic reaction records. Task: describe an organic reaction: reactants, conditions, products, and yield The reactants are FC=1C=C(C=CC1O)CC(=O)O (3-fluoro-4-hydroxyphenylacetic acid), ArH, ArH, C1(CCCCC1)N=C=NC1CCCCC1 (dicyclohexylcarbodiimide), NCCCNCCCCNCCCN (spermine). Run in COCCOC.CN(C)C=O (DME DMF). Run at time 48 hour. The product is FC=1C=C(C=CC1O)CC(=O)NCCCNCCCCNCCCN (N-(3-Fluoro-4-hydroxyphenylacetyl)-spermine). Reaction SMILES: [F:1][C:2]1[CH:3]=[C:4]([CH2:9][C:10]([OH:12])=O)[CH:5]=[CH:6][C:7]=1[OH:8].C1(N=C=NC2CCCCC2)CCCCC1.[NH2:28][CH2:29][CH2:30][CH2:31][NH:32][CH2:33][CH2:34][CH2:35][CH2:36][NH:37][CH2:38][CH2:39][CH2:40][NH2:41]>COCCOC.CN(C=O)C>[F:1][C:2]1[CH:3]=[C:4]([CH2:9][C:10]([NH:41][CH2:40][CH2:39][CH2:38][NH:37][CH2:36][CH2:35][CH2:34][CH2:33][NH:32][CH2:31][CH2:30][CH2:29][NH2:28])=[O:12])[CH:5]=[CH:6][C:7]=1[OH:8] |f:3.4|. Procedure: According to the General Procedure using 3-fluoro-4-hydroxyphenylacetic acid (85 mg, 0.50 mMol), dicyclohexylcarbodiimide (106 mg, 0.31 mMol), and spermine (512 mg, 2.53 mMol) in DME/DMF (4 ml, 3:1), activation during 2 h and coupling over 48 h. The product was eluted over silica gel with dichloromethane/methanol/0.880 ammonia solution (4:2:1). The desired amide was in fractions 12-19 and was homogeneous when monitored by tlc on silica (CH2Cl2 /MeOH/NH4OH, 4:2:1), Rf =0.19, (39 mg, 22%), lyophil... Reactants: NC(CNC(OCC1=CC=CC=C1)=O)=O (benzyl (2-amino-2-oxoethyl)carbamate), F[B-](F)(F)F.C[O+](C)C (trimethyloxonium tetrafluoroborate), Cl (HCl). Run in C(Cl)Cl (CH2Cl2). Conditions: time 24 hour. Yields the product C(C1=CC=CC=C1)OC(=O)NCC(OC)=N (methyl 2-(((benzyloxy)carbonyl)amino)acetimidate). As a reaction SMILES: [NH2:1][C:2](=[O:15])[CH2:3][NH:4][C:5](=[O:14])[O:6][CH2:7][C:8]1[CH:13]=[CH:12][CH:11]=[CH:10][CH:9]=1.F[B-](F)(F)F.[CH3:21][O+](C)C.Cl>C(Cl)Cl>[CH2:7]([O:6][C:5]([NH:4][CH2:3][C:2](=[NH:1])[O:15][CH3:21])=[O:14])[C:8]1[CH:13]=[CH:12][CH:11]=[CH:10][CH:9]=1 |f:1.2|. Procedure details: To a solution of benzyl (2-amino-2-oxoethyl)carbamate (8.5 g, 40.8 mmol) in CH2Cl2 (204 mL) was added trimethyloxonium tetrafluoroborate (6.0 g, 40.8 mmol) in one portion. The resulting mixture was stirred for 24 h, then acidified to pH˜3 with 1N ethereal HCl. The resulting mixture was concentrated under reduced pressure to yield methyl 2-(((benzyloxy)carbonyl)amino)acetimidate. A solution of methyl 2-(((benzyloxy)carbonyl)amino)acetimidate (9.3 g, 36 mmol), 4-(benzyloxy)benzothiohydrazide (8.0 ... As a reaction SMILES: [CH2:1]([CH:3]1[CH:29]=[C:28]([CH3:30])[CH2:27][CH:26]([CH3:31])[CH2:25][CH:24]([O:32][CH3:33])[CH:23]2[O:34][C:19]([OH:38])([CH:20]([CH3:37])[CH2:21][CH:22]2[O:35][CH3:36])[C:18](=[O:39])[C:17](=[O:40])[N:16]2[CH:11]([CH2:12][CH2:13][CH2:14][CH2:15]2)[C:10](=[O:41])[O:9][CH:8]([C:42]([CH3:55])=[CH:43][CH:44]2[CH2:49][CH2:48][C:47](=[O:50])[CH:46]([O:51][CH2:52][CH:53]=[CH2:54])[CH2:45]2)[CH:7]([CH3:56])[CH:6]([O:57][Si](C(C)C)(C(C)C)C(C)C)[CH2:5][C:4]1=[O:68])[CH3:2].F>C(#N)C>[CH2:1]([CH:3]1[CH:29]=[C:28]([CH3:30])[CH2:27][CH:26]([CH3:31])[CH2:25][CH:24]([O:32][CH3:33])[CH:23]2[O:34][C:19]([OH:38])([CH:20]([CH3:37])[CH2:21][CH:22]2[O:35][CH3:36])[C:18](=[O:39])[C:17](=[O:40])[N:16]2[CH:11]([CH2:12][CH2:13][CH2:14][CH2:15]2)[C:10](=[O:41])[O:9][CH:8]([C:42]([CH3:55])=[CH:43][CH:44]2[CH2:49][CH2:48][C:47](=[O:50])[CH:46]([O:51][CH2:52][CH:53]=[CH2:54])[CH2:45]2)[CH:7]([CH3:56])[CH:6]([OH:57])[CH2:5][C:4]1=[O:68])[CH3:2]. Reactants: C(C)C1C(CC(C(C(OC(C2CCCCN2C(C(C2(C(CC(C(C(CC(CC(=C1)C)C)OC)O2)OC)C)O)=O)=O)=O)C(=CC2CC(C(CC2)=O)OCC=C)C)C)O[Si](C(C)C)(C(C)C)C(C)C)=O (17-ethyl-1-hydroxy-12-[2'-(3"-allyloxy-4"-oxocyclohexyl)-1'-methylvinyl]-14-triisopropylsilyloxy-23,25-dimethoxy-13,19,21,27-tetramethyl-11,28-dioxa-4-azatricyclo[22.3.1.04,9 ]octacos-18-ene-2,3,10,16-tetraone), F (hydrofluoric acid). Reported procedure: To a stirred solution of 17-ethyl-1-hydroxy-12-[2'-(3"-allyloxy-4"-oxocyclohexyl)-1'-methylvinyl]-14-triisopropylsilyloxy-23,25-dimethoxy-13,19,21,27-tetramethyl-11,28-dioxa-4-azatricyclo[22.3.1.04,9 ]octacos-18-ene-2,3,10,16-tetraone in acetonitrile was added hydrofluoric acid at room temperature. The reaction progress is monitored by tlc analysis. The reaction mixture is quenched with sat'd aqueous sodium bicarbonate. The organic layer is separated and the aqueous layer is extracted with ethyl... Solvent: C(C)#N (acetonitrile). Yields the product C(C)C1C(CC(C(C(OC(C2CCCCN2C(C(C2(C(CC(C(C(CC(CC(=C1)C)C)OC)O2)OC)C)O)=O)=O)=O)C(=CC2CC(C(CC2)=O)OCC=C)C)C)O)=O (17-Ethyl-1,14-dihydroxy-12-[2'-(3"-allyloxy-4"-oxocyclohexyl)-1'-methylvinyl]-23,25-dimethoxy-13,19,21,27-tetramethyl-11,28-dioxa-4-azatricyclo[22.3.1.04,9 ]octacos-18-ene-2,3,10,16-tetraone). Reactants: BrC=1C=CC2=C(CCCC(N2)=O)C1 (7-bromo-1,3,4,5-tetrahydro-2H-1-benzazepin-2-one), N1=CC(=CC=C1)B(O)O (3-pyridylboronic acid), C([O-])([O-])=O.[K+].[K+] (potassium carbonate). The reagents and catalysts are CC(C)(C)P(C1=CC=C(C=C1)N(C)C)C(C)(C)C.CC(C)(C)P(C1=CC=C(C=C1)N(C)C)C(C)(C)C.Cl[Pd]Cl (bis(di-tert-butyl(4-dimethylaminophenyl)phosphine)dichloropalladium(II)). Run at temperature 100 celsius. Yields the product N1=CC(=CC=C1)C=1C=CC2=C(CCCC(N2)=O)C1 (7-(3-pyridinyl)-1,3,4,5-tetrahydro-2H-1-benzazepin-2-one). Reaction SMILES: Br[C:2]1[CH:3]=[CH:4][C:5]2[NH:11][C:10](=[O:12])[CH2:9][CH2:8][CH2:7][C:6]=2[CH:13]=1.[N:14]1[CH:19]=[CH:18][CH:17]=[C:16](B(O)O)[CH:15]=1.C(=O)([O-])[O-].[K+].[K+]>CC(P(C(C)(C)C)C1C=CC(N(C)C)=CC=1)(C)C.CC(P(C(C)(C)C)C1C=CC(N(C)C)=CC=1)(C)C.Cl[Pd]Cl>[N:14]1[CH:19]=[CH:18][CH:17]=[C:16]([C:2]2[CH:3]=[CH:4][C:5]3[NH:11][C:10](=[O:12])[CH2:9][CH2:8][CH2:7][C:6]=3[CH:13]=2)[CH:15]=1 |f:2.3.4,5.6.7|. Reported procedure: A sealable tube containing the title compound from Example 2 Step C (0.300 g, 1.25 mmol), 3-pyridylboronic acid (0.200 g, 1.62 mmol), bis(di-tert-butyl(4-dimethylaminophenyl)phosphine)dichloropalladium(II) (0.018 g, 0.025 mmol) and potassium carbonate (0.368 g, 3.75 mmol) was flushed with nitrogen before tort-butanol (14.0 mL) and water (1.6 mL) were added. It was flushed again with nitrogen, sealed tightly and heated to 100° C. overnight. The reaction was then cooled to room temperature, poured... The reactants are ClC1=CN=CC(=N1)N1CCNCC1 (6-Chloro-2-(1-piperazinyl)pyrazine), C(C1=CC=CC=C1)O (benzyl alcohol), K-t-BuO. Run at temperature 125 celsius, time 4.5 hour. The product is C(C1=CC=CC=C1)OC1=NC(=CN=C1)N1CCNCC1 (2-(Benzyloxy)-6-(1-piperazinyl)pyrazine). Isolated yield 90.5%. As a reaction SMILES: Cl[C:2]1[N:7]=[C:6]([N:8]2[CH2:13][CH2:12][NH:11][CH2:10][CH2:9]2)[CH:5]=[N:4][CH:3]=1.[CH2:14]([OH:21])[C:15]1[CH:20]=[CH:19][CH:18]=[CH:17][CH:16]=1>>[CH2:14]([O:21][C:2]1[CH:3]=[N:4][CH:5]=[C:6]([N:8]2[CH2:13][CH2:12][NH:11][CH2:10][CH2:9]2)[N:7]=1)[C:15]1[CH:20]=[CH:19][CH:18]=[CH:17][CH:16]=1. Procedure details: A mixture of the product from example 13, step 2 (0.73 g, 3.68 mmol), benzyl alcohol (9.4 g, 87 mmol) and K-t-BuO was stirred at 125° C. for 4.5 h. The reaction mixture was purified by silica gel chromatography (13×5 cm) using CHCl3/MeOH (7:3 followed by 9:1) as eluent. Solvents were evaporated off and the residue was redissolved in ethyl acetate. Filtration and concentration in vacuo furnished 0.90 g (90%) of the title compound as a beige oil. HRMS m/z calcd for C15H18N4O (M)+ 270.1481, found 2... Starting materials: BrCC=1OC(=C(N1)C1=CC=CC=C1)C1=CC=CC=C1 (2-bromomethyl-4,5-diphenyloxazole), C(C)(=O)NC=1C=C(OCC(=O)OC)C=CC1 (methyl [3-(acetylamino)phenoxy]acetate), [Li+].CC(C)[N-]C(C)C (LDA). Run in [NH4+].[Cl-] (NH4Cl), CCOCC (Et2O), C1CCOC1 (THF), C1CCOC1 (THF), C1CCOC1 (THF). Reaction conditions: temperature -78 celsius, time 5 minute. Yields the product C(C)(=O)N(C=1C=C(OCC(=O)OC)C=CC1)CC=1OC(=C(N1)C1=CC=CC=C1)C1=CC=CC=C1 (methyl [3 -[N-acetyl-[(4,5-diphenyl-2-oxazolyl)methyl]amino]phenoxy]acetate). The yield is 41.4%. As a reaction SMILES: [C:1]([NH:4][C:5]1[CH:6]=[C:7]([CH:14]=[CH:15][CH:16]=1)[O:8][CH2:9][C:10]([O:12][CH3:13])=[O:11])(=[O:3])[CH3:2].[Li+].CC([N-]C(C)C)C.Br[CH2:26][C:27]1[O:28][C:29]([C:38]2[CH:43]=[CH:42][CH:41]=[CH:40][CH:39]=2)=[C:30]([C:32]2[CH:37]=[CH:36][CH:35]=[CH:34][CH:33]=2)[N:31]=1>C1COCC1.[NH4+].[Cl-].CCOCC>[C:1]([N:4]([CH2:26][C:27]1[O:28][C:29]([C:38]2[CH:43]=[CH:42][CH:41]=[CH:40][CH:39]=2)=[C:30]([C:32]2[CH:37]=[CH:36][CH:35]=[CH:34][CH:33]=2)[N:31]=1)[C:5]1[CH:6]=[C:7]([CH:14]=[CH:15][CH:16]=1)[O:8][CH2:9][C:10]([O:12][CH3:13])=[O:11])(=[O:3])[CH3:2] |f:1.2,5.6|. Procedure details: A solution of methyl [3-(acetylamino)phenoxy]acetate (1.00 g, 4.5 mmol) in dry THF (20 mL) was added dropwise to a solution of LDA (0.53 g, 5 mmol) in dry THF (5 mL) maintained at about -78° C. under an atmosphere of N2. The mixture was warmed to about 0° C. and stirred about 5 minutes, cooled to about -78° C. and a solution of 2-bromomethyl-4,5-diphenyloxazole (1.41 g, 4.5 mmol) in THF (10 mL) added dropwise. The solution was allowed to warm to room temperature, stirred for about 18 hours and d... Starting materials: C(C)(C)(C)OC(=O)N1CCC(CC1)(C1=CC=C(C=C1)I)C#N (4-cyano-4-(4-iodo-phenyl)-piperidine-1-carboxylic acid tert-butyl ester), C(=O)(C(F)(F)F)O (TFA), hexanes EtOAc. The solvent is C(Cl)Cl (CH2Cl2). Reaction conditions: time 3 hour. Yields the product IC1=CC=C(C=C1)C1(CCNCC1)C#N (4-(4-iodo-phenyl)-piperidine-4-carbonitrile). Yield: 99.4%. RXN SMILES: C(OC([N:8]1[CH2:13][CH2:12][C:11]([C:21]#[N:22])([C:14]2[CH:19]=[CH:18][C:17]([I:20])=[CH:16][CH:15]=2)[CH2:10][CH2:9]1)=O)(C)(C)C.C(O)(C(F)(F)F)=O>C(Cl)Cl>[I:20][C:17]1[CH:18]=[CH:19][C:14]([C:11]2([C:21]#[N:22])[CH2:12][CH2:13][NH:8][CH2:9][CH2:10]2)=[CH:15][CH:16]=1. Reported procedure: To a stirred solution of 4-cyano-4-(4-iodo-phenyl)-piperidine-1-carboxylic acid tert-butyl ester (1.95 g, 4.73 mmol) in CH2Cl2 (37.5 mL) at 0° C. was added TFA (12.5 mL). The mixture was stirred at room temperature for 3 h. TLC (4:1 hexanes/EtOAc) showed no starting material left. The solvent was removed by rotary evaporation and the resulting liquid was evaporated from toluene (2×20 mL), diluted with EtOAc (100 mL) and washed with 10% aqueous NaHCO3 (2×50 mL) and saturated brine (50 mL). The or... Starting materials: [C@@H]1([C@H](O)[C@H](O)[C@H](O1)CO)NC1=NC=NC=2N(CN=CC21)N (N4 -(β-D-ribofuranosyl)pyrimido[4,5-d]pyrimidine-4,8-diamine), P(=O)(Cl)(Cl)Cl (phosphoryl chloride), COP(=O)(OC)OC (trimethylphosphate). Product: P(=O)(O)(O)OC[C@@H]1[C@H]([C@H]([C@@H](O1)NC1=NC=NC=2N(CN=CC21)N)O)O (N4 -(5-O-phosphono-β-D-ribofuranosyl)pyrimido[4,5-d]pyrimidine-4,8-diamine). Reaction SMILES: [C@@H:1]1([NH:10][C:11]2[C:20]3[CH:19]=[N:18][CH2:17][N:16]([NH2:21])[C:15]=3[N:14]=[CH:13][N:12]=2)[O:7][C@H:6]([CH2:8][OH:9])[C@@H:4]([OH:5])[C@H:2]1[OH:3].P(Cl)(Cl)(Cl)=O.C[O:28][P:29](OC)([O:31]C)=[O:30]>>[P:29]([O:9][CH2:8][C@H:6]1[O:7][C@@H:1]([NH:10][C:11]2[C:20]3[CH:19]=[N:18][CH2:17][N:16]([NH2:21])[C:15]=3[N:14]=[CH:13][N:12]=2)[C@H:2]([OH:3])[C@@H:4]1[OH:5])([OH:31])([OH:30])=[O:28]. Reported procedure: reacting said N4 -(β-D-ribofuranosyl)pyrimido[4,5-d]pyrimidine-4,8-diamine with acetic anhydride in the presence of an acid scavenger to produce N4 -(2,3,5-tri-O-acetyl β-D-ribofuranosyl)pyrimido[4,5-d]pyrimidine-4,8-diamine or, alternatively reacting said N4 -(β-D-ribofuranosyl)pyrimido[4,5-d]pyrimidine-4,8-diamine with phosphoryl chloride in trimethylphosphate at a temperature below about 10° C. to produce N4 -(5-O-phosphono-β-D-ribofuranosyl)pyrimido[4,5-d]pyrimidine-4,8-diamine. The reactants are COc1ccc(S(=O)(=O)Cl)cc1, Cc1ccccc1, Cl, COC(=O)c1cc(N)c(Oc2cc(OC)ccc2Cl)c(OCCOC2CCCCO2)c1, c1ccncc1. Product: COC(=O)c1cc(NS(=O)(=O)c2ccc(OC)cc2)c(Oc2cc(OC)ccc2Cl)c(OCCOC2CCCCO2)c1. RXN SMILES: [CH3:32][O:33][c:34]1[cH:35][cH:36][c:37]([S:40](=[O:41])(=[O:42])[Cl:43])[cH:38][cH:39]1.[CH3:51][c:52]1[cH:53][cH:54][cH:55][cH:56][cH:57]1.[ClH:44].[NH2:1][c:2]1[cH:3][c:4]([C:5](=[O:6])[O:7][CH3:8])[cH:9][c:10]([O:22][CH2:23][CH2:24][O:25][CH:26]2[O:27][CH2:28][CH2:29][CH2:30][CH2:31]2)[c:11]1[O:12][c:13]1[c:14]([Cl:21])[cH:15][cH:16][c:17]([O:19][CH3:20])[cH:18]1.[cH:45]1[cH:46][cH:47][n:48][cH:49][cH:50]1>>[NH:1]([c:2]1[cH:3][c:4]([C:5](=[O:6])[O:7][CH3:8])[cH:9][c:10]([O:22][CH2:23][CH2:24][O:25][CH:26]2[O:27][CH2:28][CH2:29][CH2:30][CH2:31]2)[c:11]1[O:12][c:13]1[c:14]([Cl:21])[cH:15][cH:16][c:17]([O:19][CH3:20])[cH:18]1)[S:40]([c:37]1[cH:36][cH:35][c:34]([O:33][CH3:32])[cH:39][cH:38]1)(=[O:41])=[O:42]. The reactants are C1CCOC1, Clc1ccc2sccc2c1, [Li]CCCC, [Na+], O=C([O-])O, O=S(=O)(Cl)Cl. Yields the product O=S(=O)(Cl)c1cc2cc(Cl)ccc2s1. RXN SMILES: [CH2:26]1[O:27][CH2:28][CH2:29][CH2:30]1.[Cl:6][c:7]1[cH:8][c:9]2[c:10]([s:11][cH:12][cH:13]2)[cH:14][cH:15]1.[Li:1][CH2:2][CH2:3][CH2:4][CH3:5].[Na+:25].[O-:21][C:22]([OH:23])=[O:24].[S:16](=[O:17])(=[O:18])([Cl:19])[Cl:20]>>[Cl:6][c:7]1[cH:8][c:9]2[c:10]([s:11][c:12]([S:16](=[O:17])(=[O:18])[Cl:19])[cH:13]2)[cH:14][cH:15]1.